Task: describe an organic reaction: reactants, conditions, products, and yield. Dataset: the Open Reaction Database (ORD), a public repository of structured organic reaction records The reactants are [Al], CC(C)(C)Oc1ccc(Br)cc1, O=C([O-])[O-], C1CCOC1, COc1ccc2cc(B(O)O)sc2c1, [Na+], [Na+], c1ccc(P(c2ccccc2)(c2ccccc2)[Pd](P(c2ccccc2)(c2ccccc2)c2ccccc2)(P(c2ccccc2)(c2ccccc2)c2ccccc2)P(c2ccccc2)(c2ccccc2)c2ccccc2)cc1. The product is COc1ccc2cc(-c3ccc(OC(C)(C)C)cc3)sc2c1. RXN SMILES: [Al:33].[C:15]([CH3:16])([CH3:17])([CH3:18])[O:19][c:20]1[cH:21][cH:22][c:23]([Br:26])[cH:24][cH:25]1.[C:27](=[O:28])([O-:29])[O-:30].[CH2:34]1[O:35][CH2:36][CH2:37][CH2:38]1.[CH3:1][O:2][c:3]1[cH:4][cH:5][c:6]2[c:7]([s:8][c:9]([B:11]([OH:12])[OH:13])[cH:10]2)[cH:14]1.[Na+:31].[Na+:32].[cH:39]1[cH:40][cH:41][c:42]([P:43]([Pd:44]([P:45]([c:46]2[cH:47][cH:48][cH:49][cH:50][cH:51]2)([c:52]2[cH:53][cH:54][cH:55][cH:56][cH:57]2)[c:58]2[cH:59][cH:60][cH:61][cH:62][cH:63]2)([P:64]([c:65]2[cH:66][cH:67][cH:68][cH:69][cH:70]2)([c:71]2[cH:72][cH:73][cH:74][cH:75][cH:76]2)[c:77]2[cH:78][cH:79][cH:80][cH:81][cH:82]2)[P:83]([c:84]2[cH:85][cH:86][cH:87][cH:88][cH:89]2)([c:90]2[cH:91][cH:92][cH:93][cH:94][cH:95]2)[c:96]2[cH:97][cH:98][cH:99][cH:100][cH:101]2)([c:102]2[cH:103][cH:104][cH:105][cH:106][cH:107]2)[c:108]2[cH:109][cH:110][cH:111][cH:112][cH:113]2)[cH:114][cH:115]1>>[CH3:1][O:2][c:3]1[cH:4][cH:5][c:6]2[c:7]([s:8][c:9](-[c:23]3[cH:22][cH:21][c:20]([O:19][C:15]([CH3:16])([CH3:17])[CH3:18])[cH:25][cH:24]3)[cH:10]2)[cH:14]1.